Task: describe an organic reaction: reactants, conditions, products, and yield. Dataset: the Open Reaction Database (ORD), a public repository of structured organic reaction records Starting materials: C(=O)(OCC)CCC1C(CCCC1=O)=O (2-(2-carbethoxy-ethyl)-cyclohexan-1,3-dione), OCCN (2-hydroxy-ethylamine). The product is OCCN1C(CCC=2C(CCCC12)=O)=O (1-(2-Hydroxyethyl)-3,4,7,8-tetrahydro-2,5(1H,6H)-quinolinedione). As a reaction SMILES: [C:1]([CH2:6][CH2:7][CH:8]1[C:13](=O)[CH2:12][CH2:11][CH2:10][C:9]1=[O:15])([O:3]CC)=O.[OH:16][CH2:17][CH2:18][NH2:19]>>[OH:16][CH2:17][CH2:18][N:19]1[C:13]2[CH2:12][CH2:11][CH2:10][C:9](=[O:15])[C:8]=2[CH2:7][CH2:6][C:1]1=[O:3]. Procedure details: Prepared analogously to Example 27 from 2-(2-carbethoxy-ethyl)-cyclohexan-1,3-dione and 2-hydroxy-ethylamine. Reactants: ClC=1C(=CN2C(C(=CC(=C2C1C)C1CC1)C(=O)OCC)=O)F (ethyl 8-chloro-1-cyclopropyl-7-fluoro-9-methyl-4-oxo-4H-quinolizine-3-carboxylate), FC1=C(N)C=CC(=C1)B1OC(C(O1)(C)C)(C)C (2-fluoro-4-(4,4,5,5-tetramethyl-1,3,2-dioxaborolan-2-yl)-aniline). Product: NC1=C(C=C(C=C1)C=1C(=CN2C(C(=CC(=C2C1C)C1CC1)C(=O)OCC)=O)F)F (ethyl 8-(4-amino-3-fluoro-phenyl)-1-cyclopropyl-7-fluoro-9-methyl-4-oxo-4H-quinolizine-3-carboxylate). Yield: 9.8%. As a reaction SMILES: Cl[C:2]1[C:3]([F:22])=[CH:4][N:5]2[C:10]([C:11]=1[CH3:12])=[C:9]([CH:13]1[CH2:15][CH2:14]1)[CH:8]=[C:7]([C:16]([O:18][CH2:19][CH3:20])=[O:17])[C:6]2=[O:21].[F:23][C:24]1[CH:30]=[C:29](B2OC(C)(C)C(C)(C)O2)[CH:28]=[CH:27][C:25]=1[NH2:26]>>[NH2:26][C:25]1[CH:27]=[CH:28][C:29]([C:2]2[C:3]([F:22])=[CH:4][N:5]3[C:10]([C:11]=2[CH3:12])=[C:9]([CH:13]2[CH2:15][CH2:14]2)[CH:8]=[C:7]([C:16]([O:18][CH2:19][CH3:20])=[O:17])[C:6]3=[O:21])=[CH:30][C:24]=1[F:23]. Procedure details: Ethyl 8-(4-amino-3-fluoro-phenyl)-1-cyclopropyl-7-fluoro-9-methyl-4-oxo-4H-quinolizine-3-carboxylate was prepared according to General Procedure A from ethyl 8-chloro-1-cyclopropyl-7-fluoro-9-methyl-4-oxo-4H-quinolizine-3-carboxylate (149 mg, 0.46 mmol) and 2-fluoro-4-(4,4,5,5-tetramethyl-1,3,2-dioxaborolan-2-yl)-aniline (134 mg, 0.58 mmol). Purification by flash silica column chromatography (DCM:MeOH) (1:0 to 9:1) afforded the title compound as a yellow solid (18 mg, 10%). Yield: 37.9%. The reactants are BrC1=NC=CC=C1 (2-bromopyridine), C(CC#C)C=1OC2=NC=CC=C2N1 (2-(but-3-ynyl)oxazolo[5,4-b]pyridine). RXN SMILES: Br[C:2]1[CH:7]=[CH:6][CH:5]=[CH:4][N:3]=1.[CH2:8]([C:12]1[O:13][C:14]2[C:19]([N:20]=1)=[CH:18][CH:17]=[CH:16][N:15]=2)[CH2:9][C:10]#[CH:11]>>[N:3]1[CH:4]=[CH:5][CH:6]=[CH:7][C:2]=1[C:11]#[C:10][CH2:9][CH2:8][C:12]1[O:13][C:14]2[C:19]([N:20]=1)=[CH:18][CH:17]=[CH:16][N:15]=2. Procedure details: The title compound was prepared in accordance with the general method of Example 1, from 2-bromopyridine (92 mg, 0.58 mmol) and 2-(but-3-ynyl)oxazolo[5,4-b]pyridine (100 mg, 0.58 mmol). The crude residue was purified by flash chromatography (DCM/MeOH 98.5:1.5 to 98:2) to yield 56 mg (0.22 mmol, 39%) of 2-(4-(pyridin-2-yl)but-3-ynyl)oxazolo[5,4-b]pyridine as a colorless oil. Yields the product N1=C(C=CC=C1)C#CCCC=1OC2=NC=CC=C2N1 (2-(4-(pyridin-2-yl)but-3-ynyl)oxazolo[5,4-b]pyridine). Reactants: CCCC[Sn](CCCC)(CCCC)c1ccccc1, Cn1ncnc1COc1nc2c(cc1Br)nnn2-c1ccccc1F, CN(C)C=O, O, [Pd], c1ccc(P(c2ccccc2)c2ccccc2)cc1, c1ccc(P(c2ccccc2)c2ccccc2)cc1, c1ccc(P(c2ccccc2)c2ccccc2)cc1, c1ccc(P(c2ccccc2)c2ccccc2)cc1. The product is Cn1ncnc1COc1nc2c(cc1-c1ccccc1)nnn2-c1ccccc1F. Reaction SMILES: [CH2:26]([Sn:27]([CH2:28][CH2:29][CH2:30][CH3:37])([c:31]1[cH:32][cH:33][cH:34][cH:35][cH:36]1)[CH2:38][CH2:39][CH2:40][CH3:41])[CH2:42][CH2:43][CH3:44].[F:1][c:2]1[c:3](-[n:8]2[n:9][n:10][c:11]3[c:12]2[n:13][c:14]([O:18][CH2:19][c:20]2[n:21]([CH3:25])[n:22][cH:23][n:24]2)[c:15]([Br:17])[cH:16]3)[cH:4][cH:5][cH:6][cH:7]1.[O:45]=[CH:46][N:47]([CH3:48])[CH3:49].[OH2:50].[Pd:51].[c:109]1([P:110]([c:111]2[cH:112][cH:113][cH:114][cH:115][cH:116]2)[c:117]2[cH:118][cH:119][cH:120][cH:121][cH:122]2)[cH:123][cH:124][cH:125][cH:126][cH:127]1.[c:52]1([P:53]([c:54]2[cH:55][cH:56][cH:57][cH:58][cH:59]2)[c:60]2[cH:61][cH:62][cH:63][cH:64][cH:65]2)[cH:66][cH:67][cH:68][cH:69][cH:70]1.[c:71]1([P:72]([c:73]2[cH:74][cH:75][cH:76][cH:77][cH:78]2)[c:79]2[cH:80][cH:81][cH:82][cH:83][cH:84]2)[cH:85][cH:86][cH:87][cH:88][cH:89]1.[c:90]1([P:91]([c:92]2[cH:93][cH:94][cH:95][cH:96][cH:97]2)[c:98]2[cH:99][cH:100][cH:101][cH:102][cH:103]2)[cH:104][cH:105][cH:106][cH:107][cH:108]1>>[F:1][c:2]1[c:3](-[n:8]2[n:9][n:10][c:11]3[c:12]2[n:13][c:14]([O:18][CH2:19][c:20]2[n:21]([CH3:25])[n:22][cH:23][n:24]2)[c:15](-[c:31]2[cH:32][cH:33][cH:34][cH:35][cH:36]2)[cH:16]3)[cH:4][cH:5][cH:6][cH:7]1.